Dataset: the Open Reaction Database (ORD), a public repository of structured organic reaction records. Task: describe an organic reaction: reactants, conditions, products, and yield The reactants are CN(C)C=O, CC(=O)O, CC(C)NC(C)C, COCCOc1ccc(F)c(F)c1, [Li], C1CCOC1, O. The product is COCCOc1ccc(F)c(F)c1C=O. Reaction SMILES: [CH3:22][N:23]([CH:24]=[O:25])[CH3:26].[CH3:27][C:28](=[O:29])[OH:30].[CH:14]([NH:15][CH:16]([CH3:17])[CH3:18])([CH3:19])[CH3:20].[F:1][c:2]1[c:3]([F:13])[cH:4][c:5]([O:8][CH2:9][CH2:10][O:11][CH3:12])[cH:6][cH:7]1.[Li:21].[O:31]1[CH2:32][CH2:33][CH2:34][CH2:35]1.[OH2:36]>>[F:1][c:2]1[c:3]([F:13])[c:4]([CH:24]=[O:25])[c:5]([O:8][CH2:9][CH2:10][O:11][CH3:12])[cH:6][cH:7]1. Yields the product Cl.C(C1=CC=CC=C1)ON1C(=NCC1)N(C1=C(C=CC=C1Cl)Cl)C (1-(benzyloxy)-2-(2,6-dichloro-N-methylanilino)-2-imidazoline hydrochloride). Run in CCOCC (ether), CO (methanol), O1CCOCC1 (dioxane), CC(=O)C (acetone). Conditions: time 4 hour. RXN SMILES: [CH2:1]([O:8][N:9]1[CH2:13][CH2:12][NH:11][C:10]1=[N:14][C:15]1[C:20]([Cl:21])=[CH:19][CH:18]=[CH:17][C:16]=1[Cl:22])[C:2]1[CH:7]=[CH:6][CH:5]=[CH:4][CH:3]=1.[C:23](=O)([O-])[O-].[Na+].[Na+].CI.Cl>CO.CC(C)=O.O1CCOCC1.CCOCC>[ClH:21].[CH2:1]([O:8][N:9]1[CH2:13][CH2:12][N:11]=[C:10]1[N:14]([CH3:23])[C:15]1[C:16]([Cl:22])=[CH:17][CH:18]=[CH:19][C:20]=1[Cl:21])[C:2]1[CH:3]=[CH:4][CH:5]=[CH:6][CH:7]=1 |f:1.2.3,10.11|. Reactants: C(C1=CC=CC=C1)ON1C(NCC1)=NC1=C(C=CC=C1Cl)Cl (1-(benzyloxy)-2-[(2,6-dichlorophenyl)imino]imidazolidine), C([O-])([O-])=O.[Na+].[Na+] (sodium carbonate), CI (methyl iodide), Cl (hydrogen chloride). Procedure: A solution of 16.8 g of 1-(benzyloxy)-2-[(2,6-dichlorophenyl)imino]imidazolidine in 150 ml of dry methanol is treated with 5.83 g of sodium carbonate and 7.81 g of methyl iodide. The mixture is heated to reflux while stirring for 4 hours and then evaporated in vacuo. The residue is partitioned between water and methylene chloride. The organic phase is dried and evaporated. The residual oil is chromatographed on silica gel while eluting with a mixture of chloroform and ethanol (9:1). There is obt... Starting materials: C(C)OC(C=P(C1=CC=CC=C1)(C1=CC=CC=C1)C1=CC=CC=C1)=O (triphenylphosphoranylideneacetic acid ethyl ester), [OH-].[K+] (potassium hydroxide), BrC(C)C1=CC=C(C=C1)C1=C(C=C(C=C1)F)F (4-(1-bromoethyl)-2',4'-difluorobiphenyl), C(C)(=O)OCC (ethyl acetate). Solvent: CO (methanol). The product is FC1=C(C=CC(=C1)F)C1=CC=C(C=C1)C(CC(=O)O)C (3-(2',4'-difluoro-4-biphenylyl)butyric acid). As a reaction SMILES: C(OC(=O)C=P(C1C=CC=CC=1)(C1C=CC=CC=1)C1C=CC=CC=1)C.Br[CH:27]([C:29]1[CH:34]=[CH:33][C:32]([C:35]2[CH:40]=[CH:39][C:38]([F:41])=[CH:37][C:36]=2[F:42])=[CH:31][CH:30]=1)[CH3:28].[C:43]([O:46]CC)(=[O:45])[CH3:44].[OH-].[K+]>CO>[F:42][C:36]1[CH:37]=[C:38]([F:41])[CH:39]=[CH:40][C:35]=1[C:32]1[CH:33]=[CH:34][C:29]([CH:27]([CH3:28])[CH2:44][C:43]([OH:46])=[O:45])=[CH:30][CH:31]=1 |f:3.4|. Reported procedure: 69.7 g. of triphenylphosphoranylideneacetic acid ethyl ester and 29.7 g. of 4-(1-bromoethyl)-2',4'-difluorobiphenyl in 300 ml. of absolute ethyl acetate are heated under reflux for 54 hours. The precipitate is filtered off and the filtrate is evaporated. Crude [1-(2',4'-difluoro-4-biphenylyl)ethyl]-triphenylphosphoranylideneacetic acid ethyl ester thus obtained is dissolved in 500 ml. of methanol to which 150 ml. of 20% potassium hydroxide solution are added and the mixture is heated under reflu... Reaction SMILES: [NH2:1][C:2]1[CH:7]=[CH:6][CH:5]=[CH:4][C:3]=1[C:8]1[CH:13]=[CH:12][C:11]([CH:14]([OH:20])[C:15]([O:17][CH2:18][CH3:19])=[O:16])=[CH:10][CH:9]=1.[CH3:21]I>N1C=CC=CC=1>[CH3:21][NH:1][C:2]1[CH:7]=[CH:6][CH:5]=[CH:4][C:3]=1[C:8]1[CH:13]=[CH:12][C:11]([CH:14]([OH:20])[C:15]([O:17][CH2:18][CH3:19])=[O:16])=[CH:10][CH:9]=1. Solvent: N1=CC=CC=C1 (pyridine). Starting materials: CI (methyl iodide), NC1=C(C=CC=C1)C1=CC=C(C=C1)C(C(=O)OCC)O (ethyl 2'-amino-4-biphenylylglycolate). Product: CNC1=C(C=CC=C1)C1=CC=C(C=C1)C(C(=O)OCC)O (ethyl 2'-methylamino-4-biphenylylglycolate). Conditions: time 8 hour. Procedure details: To a solution of 0.01 moles of ethyl 2'-amino-4-biphenylylglycolate in 100 ml. of pyridine is added 0.1 moles of methyl iodide. The reaction mixture is stirred overnight at room temperature, filtered and concentrated. The residue is distilled to obtain ethyl 2'-methylamino-4-biphenylylglycolate. Reactants: CS(=O)(=O)C1=CC=C(S1)C(=O)O (5-methanesulfonyl-thiophene-2-carboxylic acid), B (borane). Solvent: C1CCOC1 (THF), C1CCOC1 (THF). Conditions: time 8 hour. Product: CS(=O)(=O)C1=CC=C(S1)CO ((5-methanesulfonyl-thiophen-2-yl)-methanol). The yield is 60.2%. As a reaction SMILES: [CH3:1][S:2]([C:5]1[S:9][C:8]([C:10](O)=[O:11])=[CH:7][CH:6]=1)(=[O:4])=[O:3].B>C1COCC1>[CH3:1][S:2]([C:5]1[S:9][C:8]([CH2:10][OH:11])=[CH:7][CH:6]=1)(=[O:4])=[O:3]. Reported procedure: To a THF (3 mL) solution of 5-methanesulfonyl-thiophene-2-carboxylic acid (900 mg, 4.32 mmol) at RT was added borane in THF (1M solution, 6 mL) and the reaction was stirred at room temperature overnight. The reaction was cooled in an ice bath and quenched with methanol. The solvent was evaporated under reduced pressure and the mixture was purified on a silica gel column to afford (5-methanesulfonyl-thiophen-2-yl)-methanol (500 mg, 60.2% yield). Reactants: BrC(Br)(Br)Br (Tetrabromomethane), OC[C@H]1CN(CCC1)C(=O)OC(C)(C)C (1,1-dimethylethyl (3R)-3-(hydroxymethyl)-1-piperidinecarboxylate), C1(=CC=CC=C1)P(C1=CC=CC=C1)C1=CC=CC=C1 (triphenylphosphine). The solvent is C(Cl)Cl (methylene chloride), C(Cl)Cl (methylene chloride). Run at temperature 0 celsius, time 1 hour. The product is BrC[C@H]1CN(CCC1)C(=O)OC(C)(C)C (1,1-Dimethylethyl (3R)-3-(bromomethyl)-1-piperidinecarboxylate), oil. Reaction SMILES: Br[C:2]([Br:5])(Br)Br.OC[C@@H:8]1[CH2:13][CH2:12][CH2:11][N:10]([C:14]([O:16][C:17]([CH3:20])([CH3:19])[CH3:18])=[O:15])[CH2:9]1.C1(P(C2C=CC=CC=2)C2C=CC=CC=2)C=CC=CC=1>C(Cl)Cl>[Br:5][CH2:2][C@@H:12]1[CH2:13][CH2:8][CH2:9][N:10]([C:14]([O:16][C:17]([CH3:20])([CH3:19])[CH3:18])=[O:15])[CH2:11]1. Procedure: Tetrabromomethane (1.23 g) was added to a solution of 1,1-dimethylethyl (3R)-3-(hydroxymethyl)-1-piperidinecarboxylate (500 mg) in methylene chloride (2.7 mL). The reaction mixture was cooled to 0° C. and a solution of triphenylphosphine (731 mg) in methylene chloride (2.7 mL) was slowly added. After 1 hour at 0° C., the reaction mixture was concentrated and directly purified by chromatography on silica gel eluting with heptane/ethyl acetate 1:15 followed 1:10 to yield the title compound as a sl... The reactants are NC1=C(C=CC=C1)C=1NC2=CC=CC=C2C1 (2-(2-aminophenyl) indole), C1OC2=C(O1)C=C(C=C2)CC(=O)O (3,4-(methylenedioxy) phenylacetic acid). The product is O1COC2=C1C=CC(=C2)CC(=O)NC2=C(C=CC=C2)C=2NC1=CC=CC=C1C2 (2-Benzo[1,3]dioxol-5-yl-N-[2-(1H-indol-2-yl)-phenyl]-acetamide). Isolated yield 55.0%. RXN SMILES: [NH2:1][C:2]1[CH:7]=[CH:6][CH:5]=[CH:4][C:3]=1[C:8]1[NH:9][C:10]2[C:15]([CH:16]=1)=[CH:14][CH:13]=[CH:12][CH:11]=2.[CH2:17]1[O:21][C:20]2[CH:22]=[C:23]([CH2:26][C:27](O)=[O:28])[CH:24]=[CH:25][C:19]=2[O:18]1>>[O:18]1[C:19]2[CH:25]=[CH:24][C:23]([CH2:26][C:27]([NH:1][C:2]3[CH:7]=[CH:6][CH:5]=[CH:4][C:3]=3[C:8]3[NH:9][C:10]4[C:15]([CH:16]=3)=[CH:14][CH:13]=[CH:12][CH:11]=4)=[O:28])=[CH:22][C:20]=2[O:21][CH2:17]1. Procedure details: Prepared from 2-(2-aminophenyl) indole and 3,4-(methylenedioxy) phenylacetic acid in 55% yield. The product was purified by crystallization from acetonitrile. 100% Purity by LC/MS (230 DAD), Mass-spec [M+H+]=371, 1H NMR (MeOH-d4): 3.61 s (2H), 5.82 s (2H), 6.20 s (1H), 6.66 d, 8 Hz (1H), 6.74 dd, 8.1 Hz (1H), 6.76 d, 1 Hz (1H), 7.03 t, 8 Hz (1H), 7.12 t, 8 Hz (1H), 7.25 t, 8 Hz (1H), 7.33–7.36 m (2H), 7.48 d, 8 Hz (1H), 7.52 d, 8 Hz (1H), 7.99 d, 8 Hz (1H). Reactants: CCCC(=O)c1cnc2c(C(C)=O)cccc2c1Cl, Cc1cc(O)ccc1N, C1COCCO1. Yields the product CCCC(=O)c1cnc2c(C(C)=O)cccc2c1Nc1ccc(O)cc1C. As a reaction SMILES: [C:1]([CH2:2][CH2:3][CH3:4])(=[O:5])[c:6]1[cH:7][n:8][c:9]2[c:10]([C:17]([CH3:18])=[O:19])[cH:11][cH:12][cH:13][c:14]2[c:15]1[Cl:16].[CH3:20][c:21]1[cH:22][c:23]([OH:24])[cH:25][cH:26][c:27]1[NH2:28].[O:29]1[CH2:30][CH2:31][O:32][CH2:33][CH2:34]1>>[C:1]([CH2:2][CH2:3][CH3:4])(=[O:5])[c:6]1[cH:7][n:8][c:9]2[c:10]([C:17]([CH3:18])=[O:19])[cH:11][cH:12][cH:13][c:14]2[c:15]1[NH:28][c:27]1[c:21]([CH3:20])[cH:22][c:23]([OH:24])[cH:25][cH:26]1. Starting materials: C(C)O (ethanol), C(C)(=O)[O-].[Na+] (sodium acetate), BrC1=CC=C(C2=CC=CC=C12)C=O (4-bromonaphthalene-1-carbaldehyde), Cl.NO (hydroxylamine hydrochloride). The solvent is O (water). Conditions: time 2 hour. Product: BrC1=CC=C(C2=CC=CC=C12)\C=N\O ((E)-N-[(4-bromonaphthalen-1-yl)methylidene]hydroxylamine). Reaction SMILES: C(O)C.[Br:4][C:5]1[C:14]2[C:9](=[CH:10][CH:11]=[CH:12][CH:13]=2)[C:8]([CH:15]=O)=[CH:7][CH:6]=1.Cl.[NH2:18][OH:19].C([O-])(=O)C.[Na+]>O>[Br:4][C:5]1[C:14]2[C:9](=[CH:10][CH:11]=[CH:12][CH:13]=2)[C:8](/[CH:15]=[N:18]/[OH:19])=[CH:7][CH:6]=1 |f:2.3,4.5|. Reported procedure: Into a 250-mL round-bottom flask, was placed ethanol (100 mL), water (40 mL), 4-bromonaphthalene-1-carbaldehyde (4.3 g, 18.29 mmol, 1.00 equiv), hydroxylamine hydrochloride (1.52 g, 21.87 mmol, 1.20 equiv), sodium acetate (2.25 g, 27.43 mmol, 1.50 equiv). The resulting solution was stirred for 2 h at room temperature. The resulting mixture was concentrated under vacuum. The solids were collected by filtration and washed with enough water. The solid was dried in an oven under reduced pressure. Th...